This data is from the Open Reaction Database (ORD), a public repository of structured organic reaction records. The task is: describe an organic reaction: reactants, conditions, products, and yield Yields the product N[C@H]1[C@@H](CCCC1)C(=O)O (rac-trans-2-aminocyclohexanecarboxylic acid). Conditions: time 90 minute. As a reaction SMILES: [C@@H:1]1(C(O)=O)[CH2:6][CH2:5][CH2:4][CH2:3][C@H:2]1[C:7]([OH:9])=[O:8].C(Cl)(Cl)Cl.[N-:17]=[N+]=[N-].[Na+].CCOCC>S(=O)(=O)(O)O>[NH2:17][C@@H:1]1[CH2:6][CH2:5][CH2:4][CH2:3][C@H:2]1[C:7]([OH:9])=[O:8] |f:2.3|. Solvent: S(O)(O)(=O)=O (sulfuric acid). Reported procedure: Trans-cyclohexane-1,2-dicarboxylic acid (8.105 g; racemic modification) is dissolved in conc. sulfuric acid (25 ml) and chloroform (50 ml) and kept at a temperature of 45° C., to which is added sodium azide (3.6 g) in one hour. After this, the solution is stirred for 90 minutes, added with ice water (25 ml) and is added with ether to remove chloroform. Barium carbonate (90 g) is added to the water layer of the solution to effect the neutralization. Barium sulfate is removed from the solution by ... Reactants: ice water, [C@@H]1([C@@H](CCCC1)C(=O)O)C(=O)O (Trans-cyclohexane-1,2-dicarboxylic acid), C(Cl)(Cl)Cl (chloroform), [N-]=[N+]=[N-].[Na+] (sodium azide), CCOCC (ether). The reactants are ClC1=C(C=C(N=N1)N)CC (6-Chloro-5-ethylpyridazin-3-amine), ClC=1C(=C(N=NC1)N)CC (chloro-4-ethylpyridazin-3-amine), 1b, C(=O)(O)[O-].[Na+] (NaHCO3), BrBr (Br2). Solvent: CCOC(=O)C (EtOAc), CO (MeOH). Conditions: time 24 hour. Product: BrC1=C(N=NC(=C1CC)Cl)N (4-bromo-6-chloro-5-ethylpyridazin-3-amine). As a reaction SMILES: [Cl:1][C:2]1[N:7]=[N:6][C:5]([NH2:8])=[CH:4][C:3]=1[CH2:9][CH3:10].ClC1C(CC)=C(N)N=NC=1.C([O-])(O)=O.[Na+].[Br:26]Br>CO.CCOC(C)=O>[Br:26][C:4]1[C:3]([CH2:9][CH3:10])=[C:2]([Cl:1])[N:7]=[N:6][C:5]=1[NH2:8] |f:2.3|. Reported procedure: The mixture of 6-Chloro-5-ethylpyridazin-3-amine and chloro-4-ethylpyridazin-3-amine (3.50 g, 0.022 mol) from 1b and NaHCO3 (3.73 g, 0.044 mol, 2 eq) were suspended in MeOH (20 mL) and treated with Br2 (1.25 mL, 0.024 mol). The mixture was stirred at room temperature for 24 h, then filtered. The filtrate was condensed in vacuo. The resulting residue was resuspended in EtOAc (100 mL) and washed sequentially with sat. aqueous NaHCO3 solution (2×20 mL) and aqueous NaCl solution (1×20 mL). The solut... Yields the product O=C(Cc1ccccc1)OCc1ccccc1. Starting materials: C[n+]1ccccc1Br, CCCCN(CCCC)CCCC, ClCCl, [I-], OCc1ccccc1, O=C(O)Cc1ccccc1. RXN SMILES: [Br:2][c:3]1[cH:4][cH:5][cH:6][cH:7][n+:8]1[CH3:9].[CH2:28]([N:29]([CH2:30][CH2:31][CH2:32][CH3:33])[CH2:34][CH2:35][CH2:36][CH3:37])[CH2:38][CH2:39][CH3:40].[Cl:41][CH2:42][Cl:43].[I-:1].[OH:10][CH2:11][c:12]1[cH:13][cH:14][cH:15][cH:16][cH:17]1.[OH:18][C:19](=[O:20])[CH2:21][c:22]1[cH:23][cH:24][cH:25][cH:26][cH:27]1>>[O:10]([CH2:11][c:12]1[cH:13][cH:14][cH:15][cH:16][cH:17]1)[C:19](=[O:18])[CH2:21][c:22]1[cH:23][cH:24][cH:25][cH:26][cH:27]1. Reactants: [C@]12(C(=O)CC(CC1)C2(C)C)CS(=O)(=O)O ((1S)-(+)-10-camphorsulfonic acid), NC1=CC=C(OC2=CC(=NC=N2)NC(N(C)C2CCN(CC2)CCN(C)C)=O)C=C1 (3-[6-(4-aminophenoxy)pyrimidin-4-yl]-1-[1-(2-dimethylaminoethyl)piperidin-4-yl]-1-methylurea), FC1=CC=C(C=C1)CC(=O)N=C=S (2-(4-fluorophenyl)acetyl isothiocyanate). Run in C(C)O (ethanol). Conditions: time 15 minute. Yields the product CN(CCN1CCC(CC1)N(C(=O)NC1=NC=NC(=C1)OC1=CC=C(C=C1)NC(=S)NC(CC1=CC=C(C=C1)F)=O)C)C (1-[1-(2-Dimethylaminoethyl)piperidin-4-yl]-3-[6-(4-{3-[2-(4-fluorophenyl)acetyl]thioureido}phenoxy)pyrimidin-4-yl]-1-methylurea). Reaction SMILES: [C@]12(CS(O)(=O)=O)C(C)(C)C(CC1)CC2=O.[NH2:16][C:17]1[CH:45]=[CH:44][C:20]([O:21][C:22]2[N:27]=[CH:26][N:25]=[C:24]([NH:28][C:29](=[O:43])[N:30]([CH:32]3[CH2:37][CH2:36][N:35]([CH2:38][CH2:39][N:40]([CH3:42])[CH3:41])[CH2:34][CH2:33]3)[CH3:31])[CH:23]=2)=[CH:19][CH:18]=1.[F:46][C:47]1[CH:52]=[CH:51][C:50]([CH2:53][C:54]([N:56]=[C:57]=[S:58])=[O:55])=[CH:49][CH:48]=1>C(O)C>[CH3:42][N:40]([CH3:41])[CH2:39][CH2:38][N:35]1[CH2:36][CH2:37][CH:32]([N:30]([CH3:31])[C:29]([NH:28][C:24]2[CH:23]=[C:22]([O:21][C:20]3[CH:44]=[CH:45][C:17]([NH:16][C:57]([NH:56][C:54](=[O:55])[CH2:53][C:50]4[CH:51]=[CH:52][C:47]([F:46])=[CH:48][CH:49]=4)=[S:58])=[CH:18][CH:19]=3)[N:27]=[CH:26][N:25]=2)=[O:43])[CH2:33][CH2:34]1. Reported procedure: After adding (1S)-(+)-10-camphorsulfonic acid (127 mg) to a solution of crude 3-[6-(4-aminophenoxy)pyrimidin-4-yl]-1-[1-(2-dimethylaminoethyl)piperidin-4-yl]-1-methylurea (119 mg) in ethanol (3.0 ml), the mixture was stirred for 15 minutes at room temperature. After then adding 2-(4-fluorophenyl)acetyl isothiocyanate (4.08 ml, 0.25 M solution in toluene) thereto, the mixture was stirred at room temperature for 2 hours. The reaction mixture was partitioned between saturated aqueous sodium hydroge... Reactants: COC(C1=CC(=C(C(=C1)C=C)O)F)=O (3-fluoro-4-hydroxy-5-vinylbenzoic acid methyl ester), CO (methanol). Reagents/catalysts: [C].[Pd] (palladium carbon). Solvent: C1CCOC1 (THF). Yields the product COC(C1=CC(=C(C(=C1)F)O)CC)=O (3-Ethyl-5-fluoro-4-hydroxybenzoic acid methyl ester). The yield is 99.0%. Reaction SMILES: [CH3:1][O:2][C:3](=[O:14])[C:4]1[CH:9]=[C:8]([CH:10]=[CH2:11])[C:7]([OH:12])=[C:6]([F:13])[CH:5]=1.CO>C1COCC1.[C].[Pd]>[CH3:1][O:2][C:3](=[O:14])[C:4]1[CH:5]=[C:6]([F:13])[C:7]([OH:12])=[C:8]([CH2:10][CH3:11])[CH:9]=1 |f:3.4|. Procedure: A suspension of 3-fluoro-4-hydroxy-5-vinylbenzoic acid methyl ester (121 mg) and 10% palladium carbon (20 mg) in THF (1 mL)-methanol (1 mL) was hydrogenated at room temperature over night at medium pressure (3 kgf/cm2). The catalyst was filtered off through a Celite pad, and the filtrate was concentrated to give the title compound (121 mg). Starting materials: O[C@@H](C(=O)OC(C)(C)C)[C@@H]1C(N(CCO1)C1=CC=C(C=C1)I)=O (tert-butyl (2R)-2-hydroxy-2-[(2R)-4-(4-iodophenyl)-3-oxomorpholin-2-yl]acetate), CS(=O)(=O)C1=C(C=CC=C1)B(O)O (2-methylsulfonylphenylboronic acid), S1C(=CC=C1)B(O)O (2-thiopheneboronic acid). The product is O[C@@H](C(=O)OC(C)(C)C)[C@@H]1C(N(CCO1)C1=CC=C(C=C1)C1=C(C=CC=C1)S(=O)(=O)C)=O (tert-butyl (2R)-2-hydroxy-2-[(2R)-4-[4-(2-methylsulfonylphenyl)phenyl]-3-oxomorpholin-2-yl]acetate). The yield is 79.8%. RXN SMILES: [OH:1][C@H:2]([C@H:10]1[O:15][CH2:14][CH2:13][N:12]([C:16]2[CH:21]=[CH:20][C:19](I)=[CH:18][CH:17]=2)[C:11]1=[O:23])[C:3]([O:5][C:6]([CH3:9])([CH3:8])[CH3:7])=[O:4].[CH3:24][S:25]([C:28]1[CH:33]=[CH:32][CH:31]=[CH:30][C:29]=1B(O)O)(=[O:27])=[O:26].S1C=CC=C1B(O)O>>[OH:1][C@H:2]([C@H:10]1[O:15][CH2:14][CH2:13][N:12]([C:16]2[CH:21]=[CH:20][C:19]([C:29]3[CH:30]=[CH:31][CH:32]=[CH:33][C:28]=3[S:25]([CH3:24])(=[O:27])=[O:26])=[CH:18][CH:17]=2)[C:11]1=[O:23])[C:3]([O:5][C:6]([CH3:9])([CH3:8])[CH3:7])=[O:4]. Reported procedure: According to the Step 22-1 in synthetic method for EXAMPLE 22, compound 105-1 (0.12 g) and 2-methylsulfonylphenylboronic acid (0.11 g) were used instead of 14-4 and 2-thiopheneboronic acid to obtain compound 105-2 (102 mg) as yellow oil.